describe an organic reaction: reactants, conditions, products, and yield From a dataset of the Open Reaction Database (ORD), a public repository of structured organic reaction records. Starting materials: ClCCl, CCC(C)(C)CC(O)CNC(=O)C1(Cc2ccc(-c3ccc(F)cn3)cc2)CCCN1C(=O)OC(C)(C)C. Yields the product CCC(C)(C)CC(=O)CNC(=O)C1(Cc2ccc(-c3ccc(F)cn3)cc2)CCCN1C(=O)OC(C)(C)C. Reaction SMILES: [Cl:39][CH2:40][Cl:41].[F:1][c:2]1[cH:3][cH:4][c:5](-[c:8]2[cH:9][cH:10][c:11]([CH2:12][C:13]3([C:25](=[O:26])[NH:27][CH2:28][CH:29]([CH2:30][C:31]([CH2:32][CH3:33])([CH3:34])[CH3:35])[OH:36])[N:14]([C:18](=[O:19])[O:20][C:21]([CH3:22])([CH3:23])[CH3:24])[CH2:15][CH2:16][CH2:17]3)[cH:37][cH:38]2)[n:6][cH:7]1>>[F:1][c:2]1[cH:3][cH:4][c:5](-[c:8]2[cH:9][cH:10][c:11]([CH2:12][C:13]3([C:25](=[O:26])[NH:27][CH2:28][C:29]([CH2:30][C:31]([CH2:32][CH3:33])([CH3:34])[CH3:35])=[O:36])[N:14]([C:18](=[O:19])[O:20][C:21]([CH3:22])([CH3:23])[CH3:24])[CH2:15][CH2:16][CH2:17]3)[cH:37][cH:38]2)[n:6][cH:7]1. The reactants are BrCc1ccccn1, Br, CC(C)(C)OC(=O)N1CCc2ccc(Cl)c(O)c2CC1, [H-], [Na+], CN(C)C=O. The product is CC(C)(C)OC(=O)N1CCc2ccc(Cl)c(OCc3ccccn3)c2CC1. As a reaction SMILES: [Br:24][CH2:25][c:26]1[n:27][cH:28][cH:29][cH:30][cH:31]1.[BrH:23].[C:3]([CH3:4])([CH3:5])([CH3:6])[O:7][C:8](=[O:9])[N:10]1[CH2:11][CH2:12][c:13]2[c:14]([c:17]([OH:22])[c:18]([Cl:21])[cH:19][cH:20]2)[CH2:15][CH2:16]1.[H-:1].[Na+:2].[O:32]=[CH:33][N:34]([CH3:35])[CH3:36]>>[C:3]([CH3:4])([CH3:5])([CH3:6])[O:7][C:8](=[O:9])[N:10]1[CH2:11][CH2:12][c:13]2[c:14]([c:17]([O:22][CH2:25][c:26]3[n:27][cH:28][cH:29][cH:30][cH:31]3)[c:18]([Cl:21])[cH:19][cH:20]2)[CH2:15][CH2:16]1.